This data is from the Open Reaction Database (ORD), a public repository of structured organic reaction records. The task is: describe an organic reaction: reactants, conditions, products, and yield Reactants: CC(=O)c1ccc2cc(Br)ccc2c1, CC(=O)[O-], CO, Cl, C[Si](C)(C)C(F)(F)F, [Li+], CN(C)C=O. Yields the product CC(O)(c1ccc2cc(Br)ccc2c1)C(F)(F)F. Reaction SMILES: [Br:1][c:2]1[cH:3][c:4]2[cH:5][cH:6][c:7]([C:12]([CH3:13])=[O:14])[cH:8][c:9]2[cH:10][cH:11]1.[CH3:24][C:25](=[O:26])[O-:27].[CH3:29][OH:30].[ClH:28].[F:15][C:16]([F:17])([F:18])[Si:19]([CH3:20])([CH3:21])[CH3:22].[Li+:23].[O:31]=[CH:32][N:33]([CH3:34])[CH3:35]>>[Br:1][c:2]1[cH:3][c:4]2[cH:5][cH:6][c:7]([C:12]([CH3:13])([OH:14])[C:16]([F:15])([F:17])[F:18])[cH:8][c:9]2[cH:10][cH:11]1. The product is COCCCOc1cc(C2C(C(C)C)CC(C(O)CC(COCc3ccccc3)C(C)C)N2C(=O)OC(C)(C)C)ccc1OC. The reactants are CC(C)C(CBr)COCc1ccccc1, BrCCBr, COCCCOc1cc(C2C(C(C)C)CC(C=O)N2C(=O)OC(C)(C)C)ccc1OC, COC(C)(C)C, CCOCC, [Cl-], [Mg], [NH4+], C1CCOC1. Reaction SMILES: [Br:32][CH2:33][CH:34]([CH2:35][O:36][CH2:37][c:38]1[cH:39][cH:40][cH:41][cH:42][cH:43]1)[CH:44]([CH3:45])[CH3:46].[Br:48][CH2:49][CH2:50][Br:51].[C:1]([CH3:2])([CH3:3])([CH3:4])[O:5][C:6](=[O:7])[N:8]1[CH:9]([c:18]2[cH:19][c:20]([O:26][CH2:27][CH2:28][CH2:29][O:30][CH3:31])[c:21]([O:24][CH3:25])[cH:22][cH:23]2)[CH:10]([CH:15]([CH3:16])[CH3:17])[CH2:11][CH:12]1[CH:13]=[O:14].[C:64]([O:65][CH3:66])([CH3:67])([CH3:68])[CH3:69].[CH2:59]([O:60][CH2:61][CH3:62])[CH3:63].[Cl-:52].[Mg:47].[NH4+:53].[O:54]1[CH2:55][CH2:56][CH2:57][CH2:58]1>>[C:1]([CH3:2])([CH3:3])([CH3:4])[O:5][C:6](=[O:7])[N:8]1[CH:9]([c:18]2[cH:19][c:20]([O:26][CH2:27][CH2:28][CH2:29][O:30][CH3:31])[c:21]([O:24][CH3:25])[cH:22][cH:23]2)[CH:10]([CH:15]([CH3:16])[CH3:17])[CH2:11][CH:12]1[CH:13]([OH:14])[CH2:33][CH:34]([CH2:35][O:36][CH2:37][c:38]1[cH:39][cH:40][cH:41][cH:42][cH:43]1)[CH:44]([CH3:45])[CH3:46]. Starting materials: Cl (hydrochloric acid), C1(=CC=CC=C1)OCC1CO1 (2,3-epoxypropyl phenyl ether), O.[Na+].OC1=CC=C(C(C(=O)[O-])O)C=C1 (4-hydroxymandelic acid sodium salt monohydrate), [OH-].[K+] (potassium hydroxide). Run in CO (methanol), O (water). Yields the product OC(COC1=CC=C(C(C(=O)O)O)C=C1)COC1=CC=CC=C1 (4-(2-hydroxy-3-phenoxypropoxy)mandelic acid). Isolated yield 52.8%. As a reaction SMILES: [C:1]1([O:7][CH2:8][CH:9]2[O:11][CH2:10]2)[CH:6]=[CH:5][CH:4]=[CH:3][CH:2]=1.O.[Na+].[OH:14][C:15]1[CH:25]=[CH:24][C:18]([CH:19]([OH:23])[C:20]([O-:22])=[O:21])=[CH:17][CH:16]=1.[OH-].[K+].Cl>CO.O>[OH:11][CH:9]([CH2:8][O:7][C:1]1[CH:2]=[CH:3][CH:4]=[CH:5][CH:6]=1)[CH2:10][O:14][C:15]1[CH:25]=[CH:24][C:18]([CH:19]([OH:23])[C:20]([OH:22])=[O:21])=[CH:17][CH:16]=1 |f:1.2.3,4.5|. Reported procedure: 7.5 g (50 mmol) of 2,3-epoxypropyl phenyl ether (phenyl glycidyl ether) are added to a suspension of 10.4 g (50 mmol) of 4-hydroxymandelic acid sodium salt monohydrate, and 300 mg (5.0 mmol) of potassium hydroxide in 25 ml of methanol, and the mixture is refluxed for 8 hours. The homogeneous reaction mixture is then diluted with 300 ml of water, acidified with 25 ml of concentrated hydrochloric acid and extracted three times with dichloromethane. The organic phases are washed with water, combine... Starting materials: FC(CO)(F)F (2,2,2-Trifluoroethanol), O (water), [H-].[Na+] (sodium hydride), COC=1N=[N+](C(=CC1[N+](=O)[O-])C)[O-] (3-methoxy-6-methyl-4-nitropyridazine 1-oxide). Solvent: C(Cl)Cl (DCM). Run at temperature 55 celsius, time 1 hour. Product: COC=1N=[N+](C(=CC1OCC(F)(F)F)C)[O-] (3-Methoxy-6-methyl-4-(2,2,2-trifluoroethoxy)pyridazine 1-oxide). RXN SMILES: [F:1][C:2]([F:6])([F:5])[CH2:3][OH:4].[H-].[Na+].[CH3:9][O:10][C:11]1[N:12]=[N+:13]([O-:21])[C:14]([CH3:20])=[CH:15][C:16]=1[N+]([O-])=O.O>C(Cl)Cl>[CH3:9][O:10][C:11]1[N:12]=[N+:13]([O-:21])[C:14]([CH3:20])=[CH:15][C:16]=1[O:4][CH2:3][C:2]([F:6])([F:5])[F:1] |f:1.2|. Reported procedure: 2,2,2-Trifluoroethanol (3 ml) was initially charged at RT and admixed with sodium hydride (403 mg) in portions while cooling with ice. Thereafter, the reaction mixture was heated to 55° C. for 2 h and then 3-methoxy-6-methyl-4-nitropyridazine 1-oxide solution (500 mg, dissolved in 3 ml of 2,2,2-trifluoroethanol) was added dropwise. After stirring at RT for 1 h, the mixture was heated to 55° C. for 2.5 h. After standing at RT overnight, the mixture was admixed with water and DCM. After removing t... Procedure: 2.6 g of 1-chloro-3-p-biphenylyl-butan-3-ol are heated with 30 ml of diethylamine at 150° for 15 hours in an autoclave, and the mixture is cooled and worked up in the customary manner to give 1-diethylamino-3-p-biphenylyl-butan-3-ol. Reaction SMILES: Cl[CH2:2][CH2:3][C:4]([C:7]1[CH:12]=[CH:11][CH:10]=[CH:9][C:8]=1[C:13]1[CH:18]=[CH:17][CH:16]=[CH:15][CH:14]=1)([OH:6])[CH3:5].[CH2:19]([NH:21][CH2:22][CH3:23])[CH3:20]>>[CH2:19]([N:21]([CH2:22][CH3:23])[CH2:2][CH2:3][C:4]([C:7]1[CH:12]=[CH:11][CH:10]=[CH:9][C:8]=1[C:13]1[CH:18]=[CH:17][CH:16]=[CH:15][CH:14]=1)([OH:6])[CH3:5])[CH3:20]. Product: C(C)N(CCC(C)(O)C1=C(C=CC=C1)C1=CC=CC=C1)CC (1-diethylamino-3-p-biphenylyl-butan-3-ol). The reactants are ClCCC(C)(O)C1=C(C=CC=C1)C1=CC=CC=C1 (1-chloro-3-p-biphenylyl-butan-3-ol), C(C)NCC (diethylamine). Starting materials: ClC1=NC(=NC=2CN=C(C3=C(C21)C=CC(=C3)Cl)C3=CC=CC=C3)C (1,9-dichloro-3-methyl-7-phenyl-5H-pyrimido[4,5-d][2]benzazepine), mineral oil, [H-].[Na+] (sodium hydride), CS (methyl mercaptan). Run in CN(C=O)C (dimethylformamide), O (water). Reaction conditions: time 30 minute. Yields the product ClC1=CC2=C(C3=C(CN=C2C2=CC=CC=C2)N=C(N=C3SC)C)C=C1 (9-Chloro-3-methyl-1-(methylthio)-7-phenyl-5H-pyrimido[4,5-d][2]benzazepine). Reaction SMILES: Cl[C:2]1[C:12]2[C:11]3[CH:13]=[CH:14][C:15]([Cl:17])=[CH:16][C:10]=3[C:9]([C:18]3[CH:23]=[CH:22][CH:21]=[CH:20][CH:19]=3)=[N:8][CH2:7][C:6]=2[N:5]=[C:4]([CH3:24])[N:3]=1.[H-].[Na+].[CH3:27][SH:28]>CN(C)C=O.O>[Cl:17][C:15]1[CH:14]=[CH:13][C:11]2[C:12]3[C:2]([S:28][CH3:27])=[N:3][C:4]([CH3:24])=[N:5][C:6]=3[CH2:7][N:8]=[C:9]([C:18]3[CH:23]=[CH:22][CH:21]=[CH:20][CH:19]=3)[C:10]=2[CH:16]=1 |f:1.2|. Procedure: In one portion 1.0 g (2.8 mmol) of 1,9-dichloro-3-methyl-7-phenyl-5H-pyrimido[4,5-d][2]benzazepine was added to a solution of 150 mg (3.1 mmol) of 50% mineral oil dispersion of sodium hydride and an excess of methyl mercaptan (>3.1 mmol) in 25 mL of dimethylformamide. The mixture was stirred at room temperature for 30 min and diluted with water. The resulting precipitate was collected by filtration to give a yellow solid. Recrystallization from a mixture of ether and methylene chloride gave pale... Reactants: COc1cccc(Nc2c(C(N)=O)cnc3c(C)cc(S(=O)(=O)c4cccc(C(=O)Nc5ccc(CCNCC(O[Si](C)(C)C(C)(C)C)c6ccc(OCc7ccccc7)c7[nH]c(=O)ccc67)cc5)c4)cc23)c1, CCCC[N+](CCCC)(CCCC)CCCC, CC(=O)O, CC#N, [F-]. Product: COc1cccc(Nc2c(C(N)=O)cnc3c(C)cc(S(=O)(=O)c4cccc(C(=O)Nc5ccc(CCNCC(O)c6ccc(OCc7ccccc7)c7[nH]c(=O)ccc67)cc5)c4)cc23)c1. As a reaction SMILES: [CH2:1]([c:2]1[cH:3][cH:4][cH:5][cH:6][cH:7]1)[O:8][c:9]1[cH:10][cH:11][c:12]([CH:20]([CH2:21][NH:22][CH2:23][CH2:24][c:25]2[cH:26][cH:27][c:28]([NH:31][C:32](=[O:33])[c:34]3[cH:35][c:36]([S:40](=[O:41])(=[O:42])[c:43]4[cH:44][c:45]5[c:46]([NH:57][c:58]6[cH:59][c:60]([O:64][CH3:65])[cH:61][cH:62][cH:63]6)[c:47]([C:54](=[O:55])[NH2:56])[cH:48][n:49][c:50]5[c:51]([CH3:53])[cH:52]4)[cH:37][cH:38][cH:39]3)[cH:29][cH:30]2)[O:66][Si:67]([C:68]([CH3:69])([CH3:70])[CH3:71])([CH3:72])[CH3:73])[c:13]2[cH:14][cH:15][c:16](=[O:19])[nH:17][c:18]12.[CH2:75]([N+:76]([CH2:77][CH2:78][CH2:79][CH3:80])([CH2:81][CH2:82][CH2:83][CH3:84])[CH2:85][CH2:86][CH2:87][CH3:88])[CH2:89][CH2:90][CH3:91].[CH3:92][C:93](=[O:94])[OH:95].[CH3:96][C:97]#[N:98].[F-:74]>>[CH2:1]([c:2]1[cH:3][cH:4][cH:5][cH:6][cH:7]1)[O:8][c:9]1[cH:10][cH:11][c:12]([CH:20]([CH2:21][NH:22][CH2:23][CH2:24][c:25]2[cH:26][cH:27][c:28]([NH:31][C:32](=[O:33])[c:34]3[cH:35][c:36]([S:40](=[O:41])(=[O:42])[c:43]4[cH:44][c:45]5[c:46]([NH:57][c:58]6[cH:59][c:60]([O:64][CH3:65])[cH:61][cH:62][cH:63]6)[c:47]([C:54](=[O:55])[NH2:56])[cH:48][n:49][c:50]5[c:51]([CH3:53])[cH:52]4)[cH:37][cH:38][cH:39]3)[cH:29][cH:30]2)[OH:66])[c:13]2[cH:14][cH:15][c:16](=[O:19])[nH:17][c:18]12. Procedure details: 50.00 Grams of methoxymethyltriphenylphosphnium chloride was suspended in 400 ml of dioxane and 16.37 g of t-BuOK was added thereto under ice-cooling and nitrogen atmosphere, followed by stirring at room temperature for 2 hours. To this dark red solution was added 6.72 g of 8-methoxy-5-methyl-1,2,3,4,4a,9a-hexahydro-9-fluorenone, followed by further stirring at room temperature for 2 hours. Then, the reaction mixture was refluxed for 3 hours and left to stand for cooling. Thereafter, 400 ml of w... Run at time 2 hour. The product is COC=1C=CC(=C2C3CCCCC3C(C12)=COC)C (8-methoxy-9-methoxymethylene-5-methyl-1,2,3,4,4a,9a-hexahydrofluorene). Reaction SMILES: [Cl-].CC([O-])(C)C.[K+].[CH3:8][O:9][C:10]1[CH:11]=[CH:12][C:13]([CH3:24])=[C:14]2[C:22]=1[C:21](=O)[CH:20]1[CH:15]2[CH2:16][CH2:17][CH2:18][CH2:19]1.O.[O:26]1[CH2:31]COC[CH2:27]1>>[CH3:8][O:9][C:10]1[CH:11]=[CH:12][C:13]([CH3:24])=[C:21]2[C:22]=1[C:14](=[CH:27][O:26][CH3:31])[CH:15]1[CH:20]2[CH2:19][CH2:18][CH2:17][CH2:16]1 |f:1.2|. Starting materials: [Cl-] (chloride), O (water), O1CCOCC1 (dioxane), CC(C)(C)[O-].[K+] (t-BuOK), COC=1C=CC(=C2C3CCCCC3C(C12)=O)C (8-methoxy-5-methyl-1,2,3,4,4a,9a-hexahydro-9-fluorenone).